This data is from the Open Reaction Database (ORD), a public repository of structured organic reaction records. The task is: describe an organic reaction: reactants, conditions, products, and yield Starting materials: CN(C(C1=CC=CC=C1)=O)CC(CCS(=O)(=O)C)C1=CC=CC=C1 (N-methyl-N-(2-phenyl-4-methanesulfonylbutyl)benzamide), C(C=C)OCCN1C(=NC2=C1C=CC=C2)C(=O)C2CCNCC2 (4-(1-(2-allyloxyethyl)-1H-benzimidazole-2-carbonyl)piperidine). The product is CN(C(C1=CC=CC=C1)=O)CC(CCN1CCC(CC1)C(=O)C1=NC2=C(N1CCOCC=C)C=CC=C2)C2=CC=CC=C2 (N-Methyl-N-(4-(4-(1-(2-allyloxyethyl)-1H-benzimidazole-2-carbonyl)piperidin-1-yl)-2-phenylbutyl)benzamide). RXN SMILES: [CH3:1][N:2]([CH2:11][CH:12]([C:19]1[CH:24]=[CH:23][CH:22]=[CH:21][CH:20]=1)[CH2:13][CH2:14]S(C)(=O)=O)[C:3](=[O:10])[C:4]1[CH:9]=[CH:8][CH:7]=[CH:6][CH:5]=1.[CH2:25]([O:28][CH2:29][CH2:30][N:31]1[C:35]2[CH:36]=[CH:37][CH:38]=[CH:39][C:34]=2[N:33]=[C:32]1[C:40]([CH:42]1[CH2:47][CH2:46][NH:45][CH2:44][CH2:43]1)=[O:41])[CH:26]=[CH2:27]>>[CH3:1][N:2]([CH2:11][CH:12]([C:19]1[CH:24]=[CH:23][CH:22]=[CH:21][CH:20]=1)[CH2:13][CH2:14][N:45]1[CH2:46][CH2:47][CH:42]([C:40]([C:32]2[N:31]([CH2:30][CH2:29][O:28][CH2:25][CH:26]=[CH2:27])[C:35]3[CH:36]=[CH:37][CH:38]=[CH:39][C:34]=3[N:33]=2)=[O:41])[CH2:43][CH2:44]1)[C:3](=[O:10])[C:4]1[CH:9]=[CH:8][CH:7]=[CH:6][CH:5]=1. Reported procedure: Prepare by the method of Example 1.7 using N-methyl-N-(2-phenyl-4-methanesulfonylbutyl)benzamide and 4-(1-(2-allyloxyethyl)-1H-benzimidazole-2-carbonyl)piperidine to give the title compound. Starting materials: C(C1=CC=CC=C1)OC=1C(C=C(OC1)C)=O (5-(Benzyloxy)-2-methyl-4H-pyran-4-one), FC(CN)(F)F (trifluoroethylamine). The solvent is Cl (HCl), C(C)O (ethanol). Conditions: temperature 100 celsius. The product is C(C1=CC=CC=C1)OC=1C(C=C(N(C1)CC(F)(F)F)C)=O (5-(benzyloxy)-2-methyl-1-(2,2,2-trifluoroethyl)pyridin-4(1H)-one). Isolated yield 84.3%. Reaction SMILES: [CH2:1]([O:8][C:9]1[C:10](=[O:16])[CH:11]=[C:12]([CH3:15])O[CH:14]=1)[C:2]1[CH:7]=[CH:6][CH:5]=[CH:4][CH:3]=1.[F:17][C:18]([F:22])([F:21])[CH2:19][NH2:20]>Cl.C(O)C>[CH2:1]([O:8][C:9]1[C:10](=[O:16])[CH:11]=[C:12]([CH3:15])[N:20]([CH2:19][C:18]([F:22])([F:21])[F:17])[CH:14]=1)[C:2]1[CH:3]=[CH:4][CH:5]=[CH:6][CH:7]=1. Procedure details: 5-(Benzyloxy)-2-methyl-4H-pyran-4-one (4.32 g, 20.0 mmol) was mixed with trifluoroethylamine (6.92 g, 70.0 mmol) in 6N HCl (11.7 mL) and ethanol (5.8 mL). The reaction mixture was heated in a sealed flask at 100° C. for 20 hours. The mixture was then concentrated in vacuo and the residue was diluted with water. The solid was filtered, washed with water and ether to give 5-(benzyloxy)-2-methyl-1-(2,2,2-trifluoroethyl)pyridin-4(1H)-one (5.01 g) as white solid. Yield=84%; 1H NMR (MeOD-D4, 90 MHz) δ... Reactants: N1C=CC2=CC(=CC=C12)NC1=C(C=NC=C1C#N)C1=CC(=CC=C1)[N+](=O)[O-] (4-(1H-indol-5-ylamino)-5-(3-nitrophenyl)nicotinonitrile), NN (hydrazine), C(C)(=O)Cl (acetyl chloride). Reagents/catalysts: [Ni] (Raney-Nickel). Solvent: CO (MeOH), C(Cl)Cl (CH2Cl2), N1=CC=CC=C1 (pyridine). Conditions: time 2 hour. Product: C(#N)C=1C(=C(C=NC1)C=1C=C(C=CC1)NC(C)=O)NC=1C=C2C=CNC2=CC1 (N-{3-[5-cyano-4-(1H-indol-5-ylamino)pyridin-3-yl]phenyl}acetamide). Reaction SMILES: [NH:1]1[C:9]2[C:4](=[CH:5][C:6]([NH:10][C:11]3[C:16]([C:17]#[N:18])=[CH:15][N:14]=[CH:13][C:12]=3[C:19]3[CH:24]=[CH:23][CH:22]=[C:21]([N+:25]([O-])=O)[CH:20]=3)=[CH:7][CH:8]=2)[CH:3]=[CH:2]1.NN.[C:30](Cl)(=[O:32])[CH3:31]>CO.C(Cl)Cl.N1C=CC=CC=1.[Ni]>[C:17]([C:16]1[C:11]([NH:10][C:6]2[CH:5]=[C:4]3[C:9](=[CH:8][CH:7]=2)[NH:1][CH:2]=[CH:3]3)=[C:12]([C:19]2[CH:20]=[C:21]([NH:25][C:30](=[O:32])[CH3:31])[CH:22]=[CH:23][CH:24]=2)[CH:13]=[N:14][CH:15]=1)#[N:18]. Reported procedure: To a solution of 4-(1H-indol-5-ylamino)-5-(3-nitrophenyl)nicotinonitrile 151 (9 mg, 0.025 mmol) in MeOH (1 mL) were added hydrazine (20 uL) and Raney-Nickel (2-5 mg). The mixture was stirred for 2 h then filtered through celite and the filtrate was concentrated to give the crude reduced product which was then dissolved in CH2Cl2 (1 mL) and pyridine (20 uL), and acetyl chloride (20 uL) was added. After stirring for 1 h, the reaction mixture was evaporated and the residue was purified by preparati... Starting materials: ClC1=CC=C(N=N1)C1=CCN(CC1)C(=O)OC(C)(C)C (tert-butyl 4-(6-chloropyridazin-3-yl)-5,6-dihydropyridine-1(2H)-carboxylate), O.NN (hydrazine hydrate). Run in C(C)#N (acetonitrile). Reaction conditions: temperature 80 celsius. Product: N(N)C1=CC=C(N=N1)C1=CCN(CC1)C(=O)OC(C)(C)C (tert-butyl 4-(6-hydrazinylpyridazin-3-yl)-5,6-dihydropyridine-1(2H)-carboxylate). Isolated yield 58.7%. Reaction SMILES: Cl[C:2]1[N:7]=[N:6][C:5]([C:8]2[CH2:13][CH2:12][N:11]([C:14]([O:16][C:17]([CH3:20])([CH3:19])[CH3:18])=[O:15])[CH2:10][CH:9]=2)=[CH:4][CH:3]=1.O.[NH2:22][NH2:23]>C(#N)C>[NH:22]([C:2]1[N:7]=[N:6][C:5]([C:8]2[CH2:13][CH2:12][N:11]([C:14]([O:16][C:17]([CH3:20])([CH3:19])[CH3:18])=[O:15])[CH2:10][CH:9]=2)=[CH:4][CH:3]=1)[NH2:23] |f:1.2|. Reported procedure: A stirred mixture of tert-butyl 4-(6-chloropyridazin-3-yl)-5,6-dihydropyridine-1(2H)-carboxylate (870 mg, 2.94 mmol) and hydrazine hydrate (4.29 mL, 88.25 mmol) in acetonitrile (15 mL) was heated at 80° C. for 4 hours. The mixture was partially evaporated (removing MeCN) and diluted with water (10 mL). The reaction mixture was extracted with DCM (3×50 mL). The organic layer was dried over Na2SO4, filtered and evaporated to afford crude product as a gum, which crystallised on trituration with eth...